Task: describe an organic reaction: reactants, conditions, products, and yield. Dataset: the Open Reaction Database (ORD), a public repository of structured organic reaction records The reactants are O=C([O-])[O-], O=C1Nc2cc(Cl)ccc2Nc2ccccc21, [Na+], [Na+], O=P(Cl)(Cl)Cl, c1ccccc1. Product: ClC1=Nc2cc(Cl)ccc2Nc2ccccc21. As a reaction SMILES: [C:23](=[O:24])([O-:25])[O-:26].[Cl:1][c:2]1[cH:3][cH:4][c:5]2[c:6]([cH:17]1)[NH:7][C:8](=[O:16])[c:9]1[c:10]([cH:12][cH:13][cH:14][cH:15]1)[NH:11]2.[Na+:27].[Na+:28].[P:18]([Cl:19])([Cl:20])([Cl:21])=[O:22].[cH:29]1[cH:30][cH:31][cH:32][cH:33][cH:34]1>>[Cl:1][c:2]1[cH:3][cH:4][c:5]2[c:6]([cH:17]1)[N:7]=[C:8]([Cl:20])[c:9]1[c:10]([cH:12][cH:13][cH:14][cH:15]1)[NH:11]2. Starting materials: COC(COC=1C2=C(N=CN1)N(C(=C2C(C(=O)N)=O)CC)CC2=CC(=CC=C2)C(F)(F)F)=O ([[5-(aminooxoacetyl)-6-ethyl-7-[[3-(trifluoromethyl)phenyl]methyl]-7H-pyrrolo[2,3-d]pyrimidin-4-yl]oxy]acetic acid methyl ester), [OH-].[Na+] (sodium hydroxide). The solvent is CO (methanol). Run at time 3 day. Product: NC(C(=O)C1=C(N(C=2N=CN=C(C21)OCC(=O)O)CC2=CC(=CC=C2)C(F)(F)F)CC)=O ([[5-(aminooxoacetyl)-6-ethyl-7-[[3-(trifluoromethyl)phenyl]-methyl]-7H-pyrrolo[2,3-d]pyrimidin-4-yl]oxy]acetic acid). Isolated yield 88.8%. As a reaction SMILES: C[O:2][C:3](=[O:33])[CH2:4][O:5][C:6]1[C:7]2[C:14]([C:15](=[O:19])[C:16]([NH2:18])=[O:17])=[C:13]([CH2:20][CH3:21])[N:12]([CH2:22][C:23]3[CH:28]=[CH:27][CH:26]=[C:25]([C:29]([F:32])([F:31])[F:30])[CH:24]=3)[C:8]=2[N:9]=[CH:10][N:11]=1.[OH-].[Na+]>CO>[NH2:18][C:16](=[O:17])[C:15]([C:14]1[C:7]2[C:6]([O:5][CH2:4][C:3]([OH:33])=[O:2])=[N:11][CH:10]=[N:9][C:8]=2[N:12]([CH2:22][C:23]2[CH:28]=[CH:27][CH:26]=[C:25]([C:29]([F:30])([F:32])[F:31])[CH:24]=2)[C:13]=1[CH2:20][CH3:21])=[O:19] |f:1.2|. Reported procedure: A mixture of 70 mg (0.15 mmol) of [[5-(aminooxoacetyl)-6-ethyl-7-[[3-(trifluoromethyl)phenyl]methyl]-7H-pyrrolo[2,3-d]pyrimidin-4-yl]oxy]acetic acid methyl ester and 2 mL of methanol were treated with 0.15 mL of 2 M sodium hydroxide and stirred at ambient temperature for 3 days. The reaction was concentrated to an oil then diluted with 5 mL of water. The product precipitated upon the addition of 0.45 mL of 1 M HCl to provide 60 mg (90%) of [[5-(aminooxoacetyl)-6-ethyl-7-[[3-(trifluoromethyl)phen... Reactants: Cl (HCl), [OH-].[Na+] (NaOH), [O-]Cl.[Na+] (NaClO), [N+](=O)([O-])C=1C=C2C=NNC2=CC1 (5-nitroindazole). Run in O (H2O). Reaction conditions: temperature 0 celsius, time 5 hour. The product is ClC1=NNC2=CC=C(C=C12)[N+](=O)[O-] (3-chloro-5-nitro-1H-indazole). The yield is 90.7%. RXN SMILES: [OH-].[Na+].[N+:3]([C:6]1[CH:7]=[C:8]2[C:12](=[CH:13][CH:14]=1)[NH:11][N:10]=[CH:9]2)([O-:5])=[O:4].[O-][Cl:16].[Na+].Cl>O>[Cl:16][C:9]1[C:8]2[C:12](=[CH:13][CH:14]=[C:6]([N+:3]([O-:5])=[O:4])[CH:7]=2)[NH:11][N:10]=1 |f:0.1,3.4|. Procedure details: A mixture of NaOH (5.00 g, 125 mmol) in H2O (150 mL) was added 5-nitroindazole (5.00 g, 30.7 mmol), and the mixture was heated until a red solution formed. The mixture was cooled in an ice-water bath for 15 minutes, NaClO (60.0 mL, 5.25%, 45.0 mmol) was added and the mixture stirred at 0° C. for 5 hour after which the pH was adjusted to 7 with diluted HCl. The mixture was extracted with ethyl acetate, and the combined organic layer washed with H2O and concentrated under reduced pressure. The res... Reactants: COc1cc(CO)ccc1[N+](=O)[O-], O=C1CCC(=O)N1Cl, ClCCl, [Na+], [Na+], O=C([O-])[O-], c1ccc(P(c2ccccc2)c2ccccc2)cc1. The product is COc1cc(CCl)ccc1[N+](=O)[O-]. Reaction SMILES: [CH3:1][O:2][c:3]1[cH:4][c:5]([CH2:6][OH:7])[cH:8][cH:9][c:10]1[N+:11](=[O:12])[O-:13].[Cl:33][N:34]1[C:35](=[O:36])[CH2:37][CH2:38][C:39]1=[O:40].[Cl:47][CH2:48][Cl:49].[Na+:41].[Na+:42].[O-:43][C:44](=[O:45])[O-:46].[c:14]1([P:15]([c:16]2[cH:17][cH:18][cH:19][cH:20][cH:21]2)[c:22]2[cH:23][cH:24][cH:25][cH:26][cH:27]2)[cH:28][cH:29][cH:30][cH:31][cH:32]1>>[CH3:1][O:2][c:3]1[cH:4][c:5]([CH2:6][Cl:33])[cH:8][cH:9][c:10]1[N+:11](=[O:12])[O-:13]. Starting materials: CC(C)CNC1CC(C(=O)N2CCOCC2)CN(C(=O)OC(C)(C)C)C1, CCN(C(C)C)C(C)C, CCOC(=O)C(=O)Cl. Yields the product CCOC(=O)C(=O)N(CC(C)C)C1CC(C(=O)N2CCOCC2)CN(C(=O)OC(C)(C)C)C1. RXN SMILES: [CH3:1][CH:2]([CH2:3][NH:4][CH:5]1[CH2:6][N:7]([C:19](=[O:20])[O:21][C:22]([CH3:23])([CH3:24])[CH3:25])[CH2:8][CH:9]([C:11](=[O:12])[N:13]2[CH2:14][CH2:15][O:16][CH2:17][CH2:18]2)[CH2:10]1)[CH3:26].[CH:27]([N:28]([CH:29]([CH3:30])[CH3:31])[CH2:32][CH3:33])([CH3:34])[CH3:35].[Cl:36][C:37]([C:38](=[O:39])[O:40][CH2:41][CH3:42])=[O:43]>>[CH3:1][CH:2]([CH2:3][N:4]([CH:5]1[CH2:6][N:7]([C:19](=[O:20])[O:21][C:22]([CH3:23])([CH3:24])[CH3:25])[CH2:8][CH:9]([C:11](=[O:12])[N:13]2[CH2:14][CH2:15][O:16][CH2:17][CH2:18]2)[CH2:10]1)[C:37]([C:38](=[O:39])[O:40][CH2:41][CH3:42])=[O:43])[CH3:26].